This data is from the Open Reaction Database (ORD), a public repository of structured organic reaction records. The task is: describe an organic reaction: reactants, conditions, products, and yield The reactants are C(C)(C)(C)OC(=O)N1CCC(CC1)=CC1=CC(=CC=C1)OC1=NC=C(C=C1)F (tert-butyl-4-(3-(5-fluoropyridin-2-yloxy)benzylidene)piperidine-1-carboxylate), FC(C(=O)O)(F)F (trifluoroacetic acid). The solvent is ClCCl (dichloromethane). Run at time 3 hour. Product: FC(C(=O)O)(F)F.FC=1C=CC(=NC1)OC1=CC(=CC=C1)C=C1CCNCC1 (5-Fluoro-2-(3-(piperidin-4-ylidenemethyl)phenoxy)pyridine trifluoroacetate). As a reaction SMILES: C(OC([N:8]1[CH2:13][CH2:12][C:11](=[CH:14][C:15]2[CH:20]=[CH:19][CH:18]=[C:17]([O:21][C:22]3[CH:27]=[CH:26][C:25]([F:28])=[CH:24][N:23]=3)[CH:16]=2)[CH2:10][CH2:9]1)=O)(C)(C)C.[F:29][C:30]([F:35])([F:34])[C:31]([OH:33])=[O:32]>ClCCl>[F:29][C:30]([F:35])([F:34])[C:31]([OH:33])=[O:32].[F:28][C:25]1[CH:26]=[CH:27][C:22]([O:21][C:17]2[CH:18]=[CH:19][CH:20]=[C:15]([CH:14]=[C:11]3[CH2:10][CH2:9][NH:8][CH2:13][CH2:12]3)[CH:16]=2)=[N:23][CH:24]=1 |f:3.4|. Procedure: A solution of tert-butyl-4-(3-(5-fluoropyridin-2-yloxy)benzylidene)piperidine-1-carboxylate (0.274 g) in dichloromethane (2.5 mL, 0.28 M) was treated with trifluoroacetic acid (2.5 mL). The reaction was allowed to stir for 3 hours, then concentrated to an oil. The oil was used without purification. 0.466 g, quantitative yield. The reactants are COC=1C=C(C=C(C1OC)OC)B(O)O ((3,4,5-trimethoxy)phenylboronic acid), C([O-])([O-])=O.[K+].[K+] (potassium carbonate), (PPh3)4, COC(=O)C=1N(S(C2=C(C1OS(=O)(=O)C(F)(F)F)C=CC=C2)(=O)=O)CC2=CC1=C(OCO1)C=C2 (2-Benzo[1,3]dioxol-5-ylmethyl-1,1-dioxo-4-(trifluoromethanesulfonyloxy)-1,2-dihydro-1λ6 -benzo[e][1,2]thiazine-3-carboxylic acid methyl ester). The reagents and catalysts are [Pd] (Pd). Run in C1(=CC=CC=C1)C.CN(C)C=O (toluene DMF), C(C)(=O)OCC (ethyl acetate). The product is O1COC2=C1C=CC(=C2)CN2S(C1=C(C(=C2C(=O)OC)C2=CC(=C(C(=C2)OC)OC)OC)C=CC=C1)(=O)=O (Methyl 2-benzo[1,3]dioxol-5-ylmethyl-1,1-dioxo-4-(3,4,5-trimethoxyphenyl)-1,2-dihydro-1λ6 -benzo[e][1,2]thiazine-3-carboxylate). As a reaction SMILES: [CH3:1][O:2][C:3]([C:5]1[N:6]([CH2:25][C:26]2[CH:34]=[CH:33][C:29]3[O:30][CH2:31][O:32][C:28]=3[CH:27]=2)[S:7](=[O:24])(=[O:23])[C:8]2[CH:22]=[CH:21][CH:20]=[CH:19][C:9]=2[C:10]=1OS(C(F)(F)F)(=O)=O)=[O:4].[CH3:35][O:36][C:37]1[CH:38]=[C:39](B(O)O)[CH:40]=[C:41]([O:45][CH3:46])[C:42]=1[O:43][CH3:44].C(=O)([O-])[O-].[K+].[K+]>C1(C)C=CC=CC=1.CN(C=O)C.C(OCC)(=O)C.[Pd]>[O:30]1[C:29]2[CH:33]=[CH:34][C:26]([CH2:25][N:6]3[C:5]([C:3]([O:2][CH3:1])=[O:4])=[C:10]([C:39]4[CH:40]=[C:41]([O:45][CH3:46])[C:42]([O:43][CH3:44])=[C:37]([O:36][CH3:35])[CH:38]=4)[C:9]4[CH:19]=[CH:20][CH:21]=[CH:22][C:8]=4[S:7]3(=[O:23])=[O:24])=[CH:27][C:28]=2[O:32][CH2:31]1 |f:2.3.4,5.6|. Procedure: 2-Benzo[1,3]dioxol-5-ylmethyl-1,1-dioxo-4-(trifluoromethanesulfonyloxy)-1,2-dihydro-1λ6 -benzo[e][1,2]thiazine-3-carboxylic acid methyl ester was taken up in toluene/DMF (10 mL/2 mL) and treated with (3,4,5-trimethoxy)phenylboronic acid (0.35 g, 1.65 mmol), potassium carbonate (0.23 g, 1.67 mmol), and Pd° (PPh3)4 (0.19 g, 0.16 mmol). The reaction mixture was heated to reflux for 2 hours, cooled to room temperature, diluted with ethyl acetate, washed with sat. aq. NaHCO3, brine, dried over magnes... Starting materials: O1CCCC1 (tetrahydrofuran), C[Si](OC[C@H]1[C@@H](C[C@@H]2S[C@H](CC[C@@H]21)CCCC(=O)OC)OC2OCCCC2)(C(C)(C)C)C (Methyl 4-[(2S,4aR,5S,6R,7aS)-5-({[dimethyl(2-methyl-2-propanyl)silyl]oxy}methyl)-6-(tetrahydro-2H-pyran-2-yloxy)octahydrocyclopenta[b]thiopyran-2-yl]butanoate), [F-].C(CCC)[N+](CCCC)(CCCC)CCCC.O1CCCC1 (tetrabutylammonium fluoride tetrahydrofuran). Run in C(C)(=O)OCC (ethyl acetate). Conditions: time 3 hour. Yields the product OC[C@H]1[C@@H](C[C@@H]2S[C@H](CC[C@@H]21)CCCC(=O)OC)OC2OCCCC2 (Methyl 4-[(2S,4aR,5S,6R,7aS)-5-(hydroxymethyl)-6-(tetrahydro-2H-pyran-2-yloxy)octahydrocyclopenta[b]thiopyran-2-yl]butanoate). Isolated yield 58.0%. As a reaction SMILES: O1CCCC1.C[Si](C)(C(C)(C)C)[O:8][CH2:9][C@@H:10]1[C@@H:18]2[C@@H:13]([S:14][C@@H:15]([CH2:19][CH2:20][CH2:21][C:22]([O:24][CH3:25])=[O:23])[CH2:16][CH2:17]2)[CH2:12][C@H:11]1[O:26][CH:27]1[CH2:32][CH2:31][CH2:30][CH2:29][O:28]1.[F-].C([N+](CCCC)(CCCC)CCCC)CCC.O1CCCC1>C(OCC)(=O)C>[OH:8][CH2:9][C@@H:10]1[C@@H:18]2[C@@H:13]([S:14][C@@H:15]([CH2:19][CH2:20][CH2:21][C:22]([O:24][CH3:25])=[O:23])[CH2:16][CH2:17]2)[CH2:12][C@H:11]1[O:26][CH:27]1[CH2:32][CH2:31][CH2:30][CH2:29][O:28]1 |f:2.3.4|. Procedure: To a tetrahydrofuran (74 mL) solution of the compound 9 (7.3 g) was added a 1 M tetrabutylammonium fluoride/tetrahydrofuran solution (27 mL), and the mixture was stirred for 3 hours. The reaction liquid was diluted with ethyl acetate (380 mL), washed with water (740 mL) and a saturated saline (380 mL). Further the aqueous layer was extracted with ethyl acetate (100 mL). The organic layers were combined, dried with anhydrous sodium sulfate, and concentrated. The resulting residue was purified by ... Reactants: CCOCC, CCOC(C)=O, c1ccc(CN2CCNCC2)cc1, CC(C)(C)[O-], COC(=O)c1ccc(Br)cc1, Cc1ccccc1, O=C(C=Cc1ccccc1)C=Cc1ccccc1, CN(C)c1ccccc1-c1ccccc1P(C1CCCCC1)C1CCCCC1, O=C(C=Cc1ccccc1)C=Cc1ccccc1, O=C(C=Cc1ccccc1)C=Cc1ccccc1, N#N, [Na+], [Pd], [Pd]. The product is COC(=O)c1ccc(N2CCN(Cc3ccccc3)CC2)cc1. Reaction SMILES: [CH2:124]([O:125][CH2:126][CH3:127])[CH3:128].[CH2:129]([O:130][C:131](=[O:132])[CH3:133])[CH3:134].[CH2:48]([c:49]1[cH:50][cH:51][cH:52][cH:53][cH:54]1)[N:55]1[CH2:56][CH2:57][NH:58][CH2:59][CH2:60]1.[CH3:29][C:30]([CH3:31])([O-:32])[CH3:33].[CH3:37][O:38][C:39]([c:40]1[cH:41][cH:42][c:43]([Br:46])[cH:44][cH:45]1)=[O:47].[CH3:61][c:62]1[cH:63][cH:64][cH:65][cH:66][cH:67]1.[CH:106](=[CH:107][C:108]([CH:109]=[CH:110][c:111]1[cH:112][cH:113][cH:114][cH:115][cH:116]1)=[O:117])[c:118]1[cH:119][cH:120][cH:121][cH:122][cH:123]1.[CH:1]1([P:2]([CH:3]2[CH2:4][CH2:5][CH2:6][CH2:7][CH2:8]2)[c:9]2[cH:10][cH:11][cH:12][cH:13][c:14]2-[c:15]2[cH:16][cH:17][cH:18][cH:19][c:20]2[N:21]([CH3:22])[CH3:23])[CH2:24][CH2:25][CH2:26][CH2:27][CH2:28]1.[CH:70](=[CH:71][C:72]([CH:73]=[CH:74][c:75]1[cH:76][cH:77][cH:78][cH:79][cH:80]1)=[O:81])[c:82]1[cH:83][cH:84][cH:85][cH:86][cH:87]1.[CH:88](=[CH:89][C:90]([CH:91]=[CH:92][c:93]1[cH:94][cH:95][cH:96][cH:97][cH:98]1)=[O:99])[c:100]1[cH:101][cH:102][cH:103][cH:104][cH:105]1.[N:35]#[N:36].[Na+:34].[Pd:68].[Pd:69]>>[CH3:37][O:38][C:39]([c:40]1[cH:41][cH:42][c:43]([N:58]2[CH2:57][CH2:56][N:55]([CH2:48][c:49]3[cH:50][cH:51][cH:52][cH:53][cH:54]3)[CH2:60][CH2:59]2)[cH:44][cH:45]1)=[O:47]. The reactants are ClC1=CC2=C(N=CO2)C=C1 (6-chlorobenzoxazole), P(Cl)(Cl)Cl (phosphorus trichloride), [Cl-].[Cl-].[Cl-].[Al+3] (aluminum trichloride), ClCl (chlorine), ClCl (chlorine), ClCl (chlorine), ClCl (chlorine). The solvent is P(=O)(Cl)(Cl)Cl (phosphorus oxychloride). Reaction conditions: temperature 100 celsius. Yields the product ClC=1OC2=C(N1)C=CC(=C2)Cl (2,6-dichlorobenzoxazole). Yield: 1931.6%. RXN SMILES: [Cl:1][C:2]1[CH:10]=[CH:9][C:5]2[N:6]=[CH:7][O:8][C:4]=2[CH:3]=1.P(Cl)(Cl)[Cl:12].[Cl-].[Cl-].[Cl-].[Al+3].ClCl>P(Cl)(Cl)(Cl)=O>[Cl:12][C:7]1[O:8][C:4]2[CH:3]=[C:2]([Cl:1])[CH:10]=[CH:9][C:5]=2[N:6]=1 |f:2.3.4.5|. Reported procedure: 10 g (0.065 mol) of 6-chlorobenzoxazole, 0.45 g of phosphorus trichloride and 0.09 g of anhydrous aluminum trichloride were initially charged in 30 ml of phosphorus oxychloride (POCl3). With heating and stirring, chlorine gas was introduced at a rate of 0.6 equivalent of chlorine per hour. After an internal temperature of 80° C. had been reached, the stream of chlorine gas was reduced to 0.6 equivalent of chlorine per 6 hours, and the temperature was increased to 100° C. The reaction was monitor...